This data is from the Open Reaction Database (ORD), a public repository of structured organic reaction records. The task is: describe an organic reaction: reactants, conditions, products, and yield Reactants: C(C1=CC=CC=C1)C1NC(C2=CC=C(C=C12)C#N)=O (3-benzyl-1-oxoisoindoline-5-carbonitrile), [BH4-].[Na+] (NaBH4), Cl (HCl). Run at time 30 minute. Product: NCC=1C=C2C(NC(C2=CC1)=O)CC1=CC=CC=C1 (5-(Aminomethyl)-3-benzylisoindolin-1-one). Reaction SMILES: [CH2:1]([CH:8]1[C:16]2[C:11](=[CH:12][CH:13]=[C:14]([C:17]#[N:18])[CH:15]=2)[C:10](=[O:19])[NH:9]1)[C:2]1[CH:7]=[CH:6][CH:5]=[CH:4][CH:3]=1.[BH4-].[Na+].Cl>CO.C(OCC)(=O)C.O.O.O.O.O.O.[Co](Cl)Cl>[NH2:18][CH2:17][C:14]1[CH:15]=[C:16]2[C:11](=[CH:12][CH:13]=1)[C:10](=[O:19])[NH:9][CH:8]2[CH2:1][C:2]1[CH:7]=[CH:6][CH:5]=[CH:4][CH:3]=1 |f:1.2,6.7.8.9.10.11.12|. Reagents/catalysts: O.O.O.O.O.O.[Co](Cl)Cl (cobalt(II) chloride hexahydrate). Reported procedure: To a solution of 3-benzyl-1-oxoisoindoline-5-carbonitrile (190 mg, 0.77 mmol) in MeOH (4 mL) was added cobalt(II) chloride hexahydrate (364 mg, 1.53 mmol), then added NaBH4(232 mg, 6.12 mmol) in portions carefully within 45 min. The reaction mixture was stirred at room temperature for 30 min, TLC showed complete conversion. Carefully quenched reaction by adding concentrated HCl until the black precipitates dissolved. The reaction mixture was basified with concentrated NH4OH until pH=8-9, a brown... Solvent: CO (MeOH), C(C)(=O)OCC (ethyl acetate). Isolated yield 41.2%. The reactants are BrC1=C(SC=2C1=C1C=CC=NC1=CC2)CO ({1-bromothieno[3,2-f]quinolin-2-yl}methanol). The reagents and catalysts are [O-2].[O-2].[Mn+4] (manganese dioxide). Run in ClCCl (dichloromethane). Conditions: time 7 hour. Product: BrC1=C(SC=2C1=C1C=CC=NC1=CC2)C=O (1-bromothieno[3,2-f]quinoline-2-carbaldehyde). Isolated yield 79.3%. RXN SMILES: [Br:1][C:2]1[C:6]2=[C:7]3[C:12](=[CH:13][CH:14]=[C:5]2[S:4][C:3]=1[CH2:15][OH:16])[N:11]=[CH:10][CH:9]=[CH:8]3>ClCCl.[O-2].[O-2].[Mn+4]>[Br:1][C:2]1[C:6]2=[C:7]3[C:12](=[CH:13][CH:14]=[C:5]2[S:4][C:3]=1[CH:15]=[O:16])[N:11]=[CH:10][CH:9]=[CH:8]3 |f:2.3.4|. Procedure details: Under nitrogen atmosphere, manganese dioxide (318 mg, 3.65 mmol) was added to a solution of {1-bromothieno[3,2-f]quinolin-2-yl}methanol (16e) (215 mg, 0.731 mmol) in dichloromethane (31 mL) at room temperature. The mixture was vigorously stirred for 7 hours, then it was filtered and concentrated to give the desired aldehyde (16f) as a yellow solid (170 mg, 0.58 mmol, 58%) Procedure details: To a stirred solution of 2.52 grams (g) (0.0078 moles) of N-(3-(((2,6-dichloro-3-methylphenyl)amino)sulfonyl)-1H-1,2,4-triazol-5-yl)amine in 100 milliliters (mL) of dry acetonitrile under nitrogen was added 1.5 g (0.01 moles) of freshly distilled malonyl chloride. The mixture was stirred at ambient temperature overnight (14 hr) and a yellow precipitate formed. The solid product was collected by filtration and dried; mp 280°-282° C. (decomposes). The filtrate was found to contain additional produ... Solvent: C(C)#N (acetonitrile). The product is OC1=NC=2N(C(=C1)O)N=C(N2)S(=O)(=O)NC2=C(C(=CC=C2Cl)C)Cl (5,7-Dihydroxy-N-(2 6-dichloro-3-methylphenyl)-1,2,4-triazolo[1,5-a]pyrimidine-2-sulfonamide). The yield is 85.0%. Reactants: ClC1=C(C(=CC=C1C)Cl)NS(=O)(=O)C1=NNC(=N1)N (N-(3-(((2,6-dichloro-3-methylphenyl)amino)sulfonyl)-1H-1,2,4-triazol-5-yl)amine), C(CC(=O)Cl)(=O)Cl (malonyl chloride). Run at time 14 hour. Reaction SMILES: [Cl:1][C:2]1[C:7]([CH3:8])=[CH:6][CH:5]=[C:4]([Cl:9])[C:3]=1[NH:10][S:11]([C:14]1[N:18]=[C:17]([NH2:19])[NH:16][N:15]=1)(=[O:13])=[O:12].[C:20](Cl)(=[O:25])[CH2:21][C:22](Cl)=[O:23]>C(#N)C>[OH:23][C:22]1[CH:21]=[C:20]([OH:25])[N:16]2[N:15]=[C:14]([S:11]([NH:10][C:3]3[C:4]([Cl:9])=[CH:5][CH:6]=[C:7]([CH3:8])[C:2]=3[Cl:1])(=[O:13])=[O:12])[N:18]=[C:17]2[N:19]=1. Procedure details: To a solution of methylmagnesium bromide (30 ml, 90 mmol, 3M solution) dissolved in tetrahydrofuran (15 ml), a solution of compound (16) (4.5 g, 30 mmol) dissolved in tetrahydrofuran (10 ml) was slowly added dropwise at −78° C. When the dropping was completed, was slowly heated to −40° C., and stirred for 5 hours. After heating to 0° C., the solution was stirred for one hour, and then, ammonium chloride (50 ml) was slowly added dropwise thereto. The reaction solution was extracted with organic s... The yield is 80.2%. Conditions: temperature -40 celsius, time 5 hour. Reactants: CC1=C(C=CC(=C1)O)C(=O)C (2-methyl-4-hydroxyacetophenone), C[Mg]Br (methylmagnesium bromide), [Cl-].[NH4+] (ammonium chloride). Yields the product CC(C)(O)C1=C(C=C(C=C1)O)C (α-methyl-α-(4′-hydroxy-2′-methylphenyl)ethanol). Solvent: O1CCCC1 (tetrahydrofuran), O1CCCC1 (tetrahydrofuran). Reaction SMILES: [CH3:1][Mg]Br.[CH3:4][C:5]1[CH:10]=[C:9]([OH:11])[CH:8]=[CH:7][C:6]=1[C:12]([CH3:14])=[O:13].[Cl-].[NH4+]>O1CCCC1>[CH3:14][C:12]([C:6]1[CH:7]=[CH:8][C:9]([OH:11])=[CH:10][C:5]=1[CH3:4])([OH:13])[CH3:1] |f:2.3|. Reactants: C1=CC(=CC=2[C@@]34CCCC[C@H]3[C@@H](CC12)NCC4)C(C)=O ((-)-1-(morphinan-3-yl)ethanone), C([O-])([O-])=O.[K+].[K+] (potassium carbonate), C1(CCC1)CCl (cyclobutylmethyl chloride). Run in CN(C=O)C (dimethylformamide). The product is C(C)(=O)C=1C=CC=2C[C@@H]3[C@@H]4CCCC[C@@]4(C2C1)CCN3CC3CCC3 ((-)-3-acetyl-N-cyclobutylmethylmorphinan). Yield: 76.0%. Reaction SMILES: [CH:1]1[C:14]2[CH2:13][C@H:12]3[NH:15][CH2:16][CH2:17][C@:6]4([C@H:11]3[CH2:10][CH2:9][CH2:8][CH2:7]4)[C:5]=2[CH:4]=[C:3]([C:18](=[O:20])[CH3:19])[CH:2]=1.C(=O)([O-])[O-].[K+].[K+].[CH:27]1([CH2:31]Cl)[CH2:30][CH2:29][CH2:28]1>CN(C)C=O>[C:18]([C:3]1[CH:2]=[CH:1][C:14]2[CH2:13][C@H:12]3[N:15]([CH2:31][CH:27]4[CH2:30][CH2:29][CH2:28]4)[CH2:16][CH2:17][C@@:6]4([C:5]=2[CH:4]=1)[C@H:11]3[CH2:10][CH2:9][CH2:8][CH2:7]4)(=[O:20])[CH3:19] |f:1.2.3|. Reported procedure: To a mixture of 1.7 g, (-)-1-(morphinan-3-yl)ethanone, 1.5 g of potassium carbonate and 40 ml dimethylformamide, was added 1.2 g of cyclobutylmethyl chloride. After the mixture had been heated at 100°-110° for 16 hours it was cooled to room temperature and filtered. The filtrate was concentrated under reduced pressure and the residue was dissolved in 120 ml of ether. The ether solution was washed with water (2×20 ml), dried over magnesium sulfate and removal of the solvent gave 1.6 g (76%) of cr... Procedure: 2.3 ml (18.6 mmol) of an 8N aqueous solution of sodium hydroxide and 5 ml of water are added to a solution of 3.6 g (9.3 mmol) of benzyl 4-(2-methylquinolin-4-ylmethoxy)benzoate diluted in 20 ml of tetrahydrofuran and 30 ml of methanol. The reaction medium is stirred at ambient temperature for 48 h then 1 ml of an 8N aqueous solution of sodium hydroxide is added and the mixture is heated at 70° C. for 5 h. After evaporation of the tetrahydrofuran, water and a 1N aqueous solution of acetic acid a... Run at time 48 hour. Solvent: CO (methanol), O1CCCC1 (tetrahydrofuran). The yield is 80.6%. As a reaction SMILES: [OH-].[Na+].O.[CH3:4][C:5]1[CH:14]=[C:13]([CH2:15][O:16][C:17]2[CH:32]=[CH:31][C:20]([C:21]([O:23]CC3C=CC=CC=3)=[O:22])=[CH:19][CH:18]=2)[C:12]2[C:7](=[CH:8][CH:9]=[CH:10][CH:11]=2)[N:6]=1>O1CCCC1.CO>[CH3:4][C:5]1[CH:14]=[C:13]([CH2:15][O:16][C:17]2[CH:32]=[CH:31][C:20]([C:21]([OH:23])=[O:22])=[CH:19][CH:18]=2)[C:12]2[C:7](=[CH:8][CH:9]=[CH:10][CH:11]=2)[N:6]=1 |f:0.1|. Starting materials: aqueous solution, [OH-].[Na+] (sodium hydroxide), O (water), CC1=NC2=CC=CC=C2C(=C1)COC1=CC=C(C(=O)OCC2=CC=CC=C2)C=C1 (benzyl 4-(2-methylquinolin-4-ylmethoxy)benzoate), aqueous solution, [OH-].[Na+] (sodium hydroxide). The product is CC1=NC2=CC=CC=C2C(=C1)COC1=CC=C(C(=O)O)C=C1 (4-(2-methylquinolin-4-ylmethoxy)benzoic acid). The reactants are CC(C)OC(=O)/N=N/C(=O)OC(C)C (diisopropylazodicarboxylate), COC(=O)[C@H]1N(C[C@@H](C1)O)C(=O)OC(C)(C)C ((2S,4R)-4-hydroxy-pyrrolidine-1,2-dicarboxylic acid 1-tert-butyl ester 2-methyl ester), ClC=1C=C(C=CC1)O (3-chlorophenol), C1(=CC=CC=C1)P(C1=CC=CC=C1)C1=CC=CC=C1 (triphenylphosphine). The solvent is COC(C)(C)C (tert-butyl methyl ether), COC(C)(C)C (tert-butyl methyl ether). Run at time 8 hour. Product: COC(=O)[C@H]1N(C[C@H](C1)OC1=CC(=CC=C1)Cl)C(=O)OC(C)(C)C ((2S,4S)-4-(3-Chloro-phenoxy)-pyrrolidine-1,2-dicarboxylic acid 1-tert-butyl ester 2-methyl ester). Isolated yield 86.0%. RXN SMILES: [CH3:1][O:2][C:3]([C@@H:5]1[CH2:9][C@@H:8]([OH:10])[CH2:7][N:6]1[C:11]([O:13][C:14]([CH3:17])([CH3:16])[CH3:15])=[O:12])=[O:4].[Cl:18][C:19]1[CH:20]=[C:21](O)[CH:22]=[CH:23][CH:24]=1.C1(P(C2C=CC=CC=2)C2C=CC=CC=2)C=CC=CC=1.CC(OC(/N=N/C(OC(C)C)=O)=O)C>COC(C)(C)C>[CH3:1][O:2][C:3]([C@@H:5]1[CH2:9][C@H:8]([O:10][C:23]2[CH:22]=[CH:21][CH:20]=[C:19]([Cl:18])[CH:24]=2)[CH2:7][N:6]1[C:11]([O:13][C:14]([CH3:17])([CH3:16])[CH3:15])=[O:12])=[O:4]. Procedure: To a stirred solution of (2S,4R)-4-hydroxy-pyrrolidine-1,2-dicarboxylic acid 1-tert-butyl ester 2-methyl ester (CAS Reg 74844-91-0) (6.1 kg, 24.87 mol), 3-chlorophenol (3.52 kg, 27.39 mol) & triphenylphosphine (7.18 kg, 27.37 mol) in tert-butyl methyl ether (30.5 L) at 0′C. was added diisopropylazodicarboxylate (5.53 kg, 27.35 mol) in tert-butyl methyl ether (15 L) dropwise. The mixture was stirred overnight at 20′C. The reaction was filtered and the liquors washed with 0.5M sodium hydroxide (aq...